From a dataset of the Open Reaction Database (ORD), a public repository of structured organic reaction records. describe an organic reaction: reactants, conditions, products, and yield Product: CCOC(=O)C(C)(C(=O)OCC)C1CCc2cc(OC)ccc2C1=O. Reaction SMILES: [Br:15][CH:16]1[C:17](=[O:28])[c:18]2[cH:19][cH:20][c:21]([O:26][CH3:27])[cH:22][c:23]2[CH2:24][CH2:25]1.[CH3:3][CH:4]([C:5](=[O:6])[O:7][CH2:8][CH3:9])[C:10](=[O:11])[O:12][CH2:13][CH3:14].[ClH:29].[H-:2].[Na+:1].[O:30]=[CH:31][N:32]([CH3:33])[CH3:34].[OH2:35]>>[CH3:3][C:4]([C:5](=[O:6])[O:7][CH2:8][CH3:9])([C:10](=[O:11])[O:12][CH2:13][CH3:14])[CH:16]1[C:17](=[O:28])[c:18]2[cH:19][cH:20][c:21]([O:26][CH3:27])[cH:22][c:23]2[CH2:24][CH2:25]1. Starting materials: COc1ccc2c(c1)CCC(Br)C2=O, CCOC(=O)C(C)C(=O)OCC, Cl, [H-], [Na+], CN(C)C=O, O. The reactants are COC(C)=O, COC(=O)CCC(C(=O)c1cccc(OCc2cccc([N+](=O)[O-])c2)c1)c1ccccc1C. Product: COC(=O)CCC(C(=O)c1cccc(OCc2cccc(N)c2)c1)c1ccccc1C. As a reaction SMILES: [C:34]([O:35][CH3:36])(=[O:37])[CH3:38].[N+:1]([O-:2])(=[O:3])[c:4]1[cH:5][c:6]([CH2:7][O:8][c:9]2[cH:10][c:11]([C:15]([CH:16]([CH2:17][CH2:18][C:19](=[O:20])[O:21][CH3:22])[c:23]3[c:24]([CH3:29])[cH:25][cH:26][cH:27][cH:28]3)=[O:30])[cH:12][cH:13][cH:14]2)[cH:31][cH:32][cH:33]1>>[NH2:1][c:4]1[cH:5][c:6]([CH2:7][O:8][c:9]2[cH:10][c:11]([C:15]([CH:16]([CH2:17][CH2:18][C:19](=[O:20])[O:21][CH3:22])[c:23]3[c:24]([CH3:29])[cH:25][cH:26][cH:27][cH:28]3)=[O:30])[cH:12][cH:13][cH:14]2)[cH:31][cH:32][cH:33]1. Reactants: [Cl-].O[NH3+] (hydroxylammonium chloride), C(O)([O-])=O.[Na+] (sodium hydrogen carbonate), CS(=O)C (dimethyl sulfoxide), C(CCC)C=1N=C(N(C(C1CC1=CC=C(C=C1)C=1C(=CC=CC1)C#N)=O)CC1=C(C=CC(=C1)F)F)C (4′-{[4-butyl-1-(2,5-difluorobenzyl)-2-methyl-6-oxo-1,6-dihydropyrimidin-5-yl]methyl}biphenyl-2-carbonitrile). The solvent is C(C)(=O)OCC (ethyl acetate). Run at temperature 40 celsius, time 30 minute. Yields the product C(CCC)C1=C(C(N(C(=N1)C)CC1=C(C=CC(=C1)F)F)=O)CC1=CC=C(C=C1)C1=C(C=CC=C1)C1=NOC(N1)=O (6-butyl-3-(2,5-difluorobenzyl)-2-methyl-5-{[2′-(5-oxo-4,5-dihydro-1,2,4-oxadiazol-3-yl)biphenyl-4-yl]methyl}pyrimidin-4(3H)-one). The yield is 67.9%. Reaction SMILES: [Cl-].O[NH3+:3].[C:4](=[O:7])([O-])[OH:5].[Na+].CS(C)=O.[CH2:13]([C:17]1[N:18]=[C:19]([CH3:48])[N:20]([CH2:39][C:40]2[CH:45]=[C:44]([F:46])[CH:43]=[CH:42][C:41]=2[F:47])[C:21](=[O:38])[C:22]=1[CH2:23][C:24]1[CH:29]=[CH:28][C:27]([C:30]2[C:31]([C:36]#[N:37])=[CH:32][CH:33]=[CH:34][CH:35]=2)=[CH:26][CH:25]=1)[CH2:14][CH2:15][CH3:16]>C(OCC)(=O)C>[CH2:13]([C:17]1[N:18]=[C:19]([CH3:48])[N:20]([CH2:39][C:40]2[CH:45]=[C:44]([F:46])[CH:43]=[CH:42][C:41]=2[F:47])[C:21](=[O:38])[C:22]=1[CH2:23][C:24]1[CH:25]=[CH:26][C:27]([C:30]2[CH:35]=[CH:34][CH:33]=[CH:32][C:31]=2[C:36]2[NH:3][C:4](=[O:7])[O:5][N:37]=2)=[CH:28][CH:29]=1)[CH2:14][CH2:15][CH3:16] |f:0.1,2.3|. Procedure: A mixture of hydroxylammonium chloride (1.08 g), sodium hydrogen carbonate (1.53 g) and dimethyl sulfoxide (12 mL) was stirred at 40° C. for 30 min, 4′-{[4-butyl-1-(2,5-difluorobenzyl)-2-methyl-6-oxo-1,6-dihydropyrimidin-5-yl]methyl}biphenyl-2-carbonitrile (0.88 g) was added, and the mixture was stirred at 90° C. for 16 hr. The reaction mixture was diluted with ethyl acetate, washed with water and then with saturated brine, and dried over anhydrous magnesium sulfate. The solvent was evaporated u... Product: COc1ccc(N2CCN(CCCCC3(C(=O)NCC(F)(F)F)c4ccccc4-c4ccccc43)CC2)cc1. RXN SMILES: [CH3:1][O:2][c:3]1[cH:4][cH:5][c:6]([N:9]2[CH2:10][CH2:11][NH:12][CH2:13][CH2:14]2)[cH:7][cH:8]1.[F:15][C:16]([CH2:17][NH:18][C:19](=[O:20])[C:21]1([CH2:34][CH2:35][CH2:36][CH2:37][Br:38])[c:22]2[cH:23][cH:24][cH:25][cH:26][c:27]2-[c:28]2[cH:29][cH:30][cH:31][cH:32][c:33]21)([F:39])[F:40]>>[CH3:1][O:2][c:3]1[cH:4][cH:5][c:6]([N:9]2[CH2:10][CH2:11][N:12]([CH2:37][CH2:36][CH2:35][CH2:34][C:21]3([C:19]([NH:18][CH2:17][C:16]([F:15])([F:39])[F:40])=[O:20])[c:22]4[cH:23][cH:24][cH:25][cH:26][c:27]4-[c:28]4[cH:29][cH:30][cH:31][cH:32][c:33]43)[CH2:13][CH2:14]2)[cH:7][cH:8]1. Reactants: COc1ccc(N2CCNCC2)cc1, O=C(NCC(F)(F)F)C1(CCCCBr)c2ccccc2-c2ccccc21. The reactants are BrC=1C=CN=C2C=CC(=NC12)OC (8-Bromo-2-methoxy-[1,5]naphthyridine), COC=1N=C2C(=CC=NC2=CC1)O (6-methoxy-[1,5]naphthyridin-4-ol), CN(C)C=O (DMF), P(Br)(Br)Br (PBr3). The product is COC=1N=C2C(=CC=NC2=CC1)N1N=C2CCC(CC2=C1)N (2-(6-Methoxy-[1,5]naphthyridin-4-yl)-4,5,6,7-tetrahydro-2H-indazol-5-ylamine). Isolated yield 75.0%. As a reaction SMILES: Br[C:2]1[CH:3]=[CH:4][N:5]=[C:6]2[C:11]=1[N:10]=[C:9]([O:12][CH3:13])[CH:8]=[CH:7]2.COC1[N:17]=[C:18]2[C:23](=[CH:24][CH:25]=1)[N:22]=[CH:21][CH:20]=[C:19]2O.P(Br)(Br)Br.C[N:32](C=O)C>>[CH3:13][O:12][C:9]1[N:10]=[C:11]2[C:6](=[CH:7][CH:8]=1)[N:5]=[CH:4][CH:3]=[C:2]2[N:22]1[CH:21]=[C:20]2[C:25]([CH2:24][CH2:23][CH:18]([NH2:17])[CH2:19]2)=[N:32]1. Procedure details: 8-Bromo-2-methoxy-[1,5]naphthyridine. To a suspension of 6-methoxy-[1,5]naphthyridin-4-ol (8.8 g, 0.050 mol) in DMF (167 mL) was added PBr3 (4.7 mL, 0.050 mol) at 45° C. The suspension became homogeneous and then a suspension formed over 20 min. The mixture was cooled to RT and the solid was filtered and washed with Et2O (100 mL). Further solids precipitated from the filtrate and were collected. Water (50 mL) was added to the solid and the suspension was basified with 1 N NaOH (200 mL). The aque...